From a dataset of the Open Reaction Database (ORD), a public repository of structured organic reaction records. describe an organic reaction: reactants, conditions, products, and yield The reactants are CS(=O)(=O)Cl, CS(=O)(=O)Oc1ccc(C=CC(=O)O)cc1, O=S(=O)(OS(=O)(=O)C(F)(F)F)C(F)(F)F. The product is O=C(O)C=Cc1ccc(OS(=O)(=O)C(F)(F)F)cc1. Reaction SMILES: [CH3:17][S:18]([Cl:19])(=[O:20])=[O:21].[CH3:1][S:2]([O:3][c:6]1[cH:7][cH:8][c:9]([CH:12]=[CH:13][C:14](=[O:15])[OH:16])[cH:10][cH:11]1)(=[O:4])=[O:5].[F:22][C:23]([S:24](=[O:25])(=[O:26])[O:27][S:28]([C:29]([F:30])([F:31])[F:32])(=[O:33])=[O:34])([F:35])[F:36]>>[c:6]1([O:27][S:24]([C:23]([F:22])([F:35])[F:36])(=[O:25])=[O:26])[cH:7][cH:8][c:9]([CH:12]=[CH:13][C:14](=[O:15])[OH:16])[cH:10][cH:11]1. The reactants are CC(=O)O, NCCc1ccc(I)cc1, O=C1OC(=O)c2ccccc21. Product: O=C1c2ccccc2C(=O)N1CCc1ccc(I)cc1. As a reaction SMILES: [CH3:22][C:23](=[O:24])[OH:25].[I:1][c:2]1[cH:3][cH:4][c:5]([CH2:8][CH2:9][NH2:10])[cH:6][cH:7]1.[O:11]=[C:12]1[O:13][C:14](=[O:15])[c:16]2[cH:17][cH:18][cH:19][cH:20][c:21]21>>[I:1][c:2]1[cH:3][cH:4][c:5]([CH2:8][CH2:9][N:10]2[C:12](=[O:11])[c:21]3[c:16]([cH:17][cH:18][cH:19][cH:20]3)[C:14]2=[O:13])[cH:6][cH:7]1.